From a dataset of the Open Reaction Database (ORD), a public repository of structured organic reaction records. describe an organic reaction: reactants, conditions, products, and yield Reactants: O (water), C(C)OC(C1=CC(=C(C=C1)N)N)=O (3,4-diamino-benzoic acid ethyl ester), ClC1=C(C(=CC=C1)Cl)N=C=S (1,3-dichloro-2-isothiocyanato-benzene), CC(N=C=NC(C)C)C (DIC). Run in CN(C)C=O (DMF). Conditions: time 2 hour. Yields the product ClC1=C(C(=CC=C1)Cl)NC=1NC2=C(N1)C=CC(=C2)C(=O)O (2-(2,6-Dichloro-phenylamino)-3H-benzimidazole-5-carboxylic acid). Reaction SMILES: C([O:3][C:4](=[O:13])[C:5]1[CH:10]=[CH:9][C:8]([NH2:11])=[C:7]([NH2:12])[CH:6]=1)C.[Cl:14][C:15]1[CH:20]=[CH:19][CH:18]=[C:17]([Cl:21])[C:16]=1[N:22]=[C:23]=S.CC(C)N=C=NC(C)C.O>CN(C=O)C>[Cl:14][C:15]1[CH:20]=[CH:19][CH:18]=[C:17]([Cl:21])[C:16]=1[NH:22][C:23]1[NH:12][C:7]2[CH:6]=[C:5]([C:4]([OH:3])=[O:13])[CH:10]=[CH:9][C:8]=2[N:11]=1. Reported procedure: A mixture of 3,4-diamino-benzoic acid ethyl ester (5.0 g, 27.8 mmol) and 1,3-dichloro-2-isothiocyanato-benzene (5.66 g, 27.8 mmol) in 40 mL DMF was stirred for 2 h. DIC (4.40 mL, 28.2 mmol) was added and the mixture stirred overnight. After 30 min stirring at 80° C. water was added and the mixture was concentrated i.vac. The residue was taken up in ethanol and 1 M aq. NaOH. The mixture stirred overnight at reflux. Ethanol was evaporated and the aq. phase diluted with water. The precipitate was f... Reactants: ClCC(=O)N1C2=C(NC(C3=C1C=CC=C3)=O)C=CC=N2 (11-chloroacetyl-5,11-dihydro-6H-pyrido[2,3-b][1,4]benzodiaze-pin-6-one), C([O-])([O-])=O.[Na+].[Na+] (sodium carbonate), CN1CC(NCC1)C (1,3-dimethyl-piperazine). Solvent: C(C)O (ethanol). The product is Cl.CC1N(CCN(C1)C)CC(=O)N1C2=C(NC(C3=C1C=CC=C3)=O)C=CC=N2 (5,11-Dihydro-11-[(2,4-dimethyl-1-piperazinyl)acetyl]-6H-pyrido-[2,3-b][1,4]benzodiazepin-6-one-hydrochloride). The yield is 20.0%. As a reaction SMILES: [Cl:1][CH2:2][C:3]([N:5]1[C:11]2[CH:12]=[CH:13][CH:14]=[CH:15][C:10]=2[C:9](=[O:16])[NH:8][C:7]2[CH:17]=[CH:18][CH:19]=[N:20][C:6]1=2)=[O:4].C(=O)([O-])[O-].[Na+].[Na+].[CH3:27][N:28]1[CH2:33][CH2:32][NH:31][CH:30]([CH3:34])[CH2:29]1>C(O)C>[ClH:1].[CH3:34][CH:30]1[CH2:29][N:28]([CH3:27])[CH2:33][CH2:32][N:31]1[CH2:2][C:3]([N:5]1[C:11]2[CH:12]=[CH:13][CH:14]=[CH:15][C:10]=2[C:9](=[O:16])[NH:8][C:7]2[CH:17]=[CH:18][CH:19]=[N:20][C:6]1=2)=[O:4] |f:1.2.3,6.7|. Procedure details: 8.6 gm of 11-chloroacetyl-5,11-dihydro-6H-pyrido[2,3-b][1,4]benzodiaze-pin-6-one, 3.1 gm of sodium carbonate and 4.5 gm of 1,3-dimethyl-piperazine were refluxed in 100 ml of absolute ethanol for 3.5 hours. After suction filtration the filtrate was evaporated to dryness. The residue was then purified on a silica gel column. The obtained base was dissolved in ethanol by addition of hydrochloric acid to form the hydrochloride. After recrystallization from ethanol: M.p.: 301°-303° C. Starting materials: [OH-].[Na+] (NaOH), BrC(C(=O)Br)CCCl (2-Bromo4-chlorobutyryl bromide), NC1=CC=C(C#N)C=C1 (4-aminobenzonitrile), Na3PO4. Run in C(C)#N (acetonitrile). The product is BrC1C(N(CC1)C1=CC=C(C#N)C=C1)=O (4-(3-bromo-2-oxopyrrolidin-1-yl)benzonitrile). Reaction SMILES: [Br:1][CH:2]([CH2:6][CH2:7]Cl)[C:3](Br)=[O:4].[NH2:9][C:10]1[CH:17]=[CH:16][C:13]([C:14]#[N:15])=[CH:12][CH:11]=1.[OH-].[Na+]>C(#N)C>[Br:1][CH:2]1[CH2:6][CH2:7][N:9]([C:10]2[CH:17]=[CH:16][C:13]([C:14]#[N:15])=[CH:12][CH:11]=2)[C:3]1=[O:4] |f:2.3|. Reported procedure: 2-Bromo4-chlorobutyryl bromide (BCBB, 145.7 g, 0.540 mole) was added via an addition funnel to a cold (5° C.), well stirred slurry of 4-aminobenzonitrile (4-ABN, 55.0 g, 0.466 mole), Na3PO4 (42 g, 0.256 mole) and acetonitrile (550 mL) in a 1 liter flask while maintaining a temperature below 30° C. during the addition. The addition funnel was rinsed with acetonitrile (55 mL). Upon completion of the coupling (determined by LC), a 50 wt % solution of NaOH (56 mL, 1.061 mole) was added via an additi... Starting materials: C1CCOC1 (THF), aldehyde, C1(=CC=CC=C1)C (PhMe), CC1=CC=C(C=C1)[Mg]Br.CCOCC (p-methylphenyl magnesium bromide Et2O), C(C=1C(O)=CC=CC1)=O (salicylaldehyde). Run in O (H2O). Run at time 2 hour. The product is CC1=CC=C(C(C2=C(C=CC=C2)O)O)C=C1 (4-methyl-2′-hydroxybenzhydrol). Isolated yield 112.3%. Reaction SMILES: C1COCC1.[CH3:6][C:7]1[CH:12]=[CH:11][C:10]([Mg]Br)=[CH:9][CH:8]=1.CCOCC.[CH:20](=[O:28])[C:21]1[C:22](=[CH:24][CH:25]=[CH:26][CH:27]=1)[OH:23].C1(C)C=CC=CC=1>O>[CH3:6][C:7]1[CH:12]=[CH:11][C:10]([CH:20]([OH:28])[C:21]2[CH:27]=[CH:26][CH:25]=[CH:24][C:22]=2[OH:23])=[CH:9][CH:8]=1 |f:1.2|. Procedure details: To a 500 ml round bottom flask containing 100 mL of THF under Ar was added commercial 1 M p-methylphenyl magnesium bromide/Et2O (100 mL, 100 mmol). Subsequently, salicylaldehyde (4.9 g, 40.3 mmol) was added dropwise in four equal portions spaced over 2 hr. After 20 min, once HPLC analysis revealed the aldehyde to be consumed, the reaction was quenched by dropwise addition of 26 ml of sat'd NH4Cl/H2O to produce a white paste. To this suspension was added 200 mL of PhMe and sufficient H2O to permi... The reactants are C(C)C1(OCCO1)C=1SC=C(C1)CCC1=CC(=C(C=C1)CO)CO ((4-{2-[2-(2-ethyl-[1,3]dioxolan-2-yl)-4-thienyl]ethyl}-2-hydroxymethyl-phenyl)methanol), C1(=CC=C(C=C1)S(=O)(=O)O)C (para-toluenesulphonic acid). Solvent: CC(=O)C.O (acetone water). Yields the product OCC=1C=C(C=CC1CO)CCC=1C=C(SC1)C(CC)=O (1-{4-[2-(3,4-bis-Hydroxymethyl-phenyl)ethyl]-2-thienyl}-1-propanone). As a reaction SMILES: [CH2:1]([C:3]1([C:8]2[S:9][CH:10]=[C:11]([CH2:13][CH2:14][C:15]3[CH:20]=[CH:19][C:18]([CH2:21][OH:22])=[C:17]([CH2:23][OH:24])[CH:16]=3)[CH:12]=2)OCC[O:4]1)[CH3:2].C1(C)C=CC(S(O)(=O)=O)=CC=1>CC(C)=O.O>[OH:24][CH2:23][C:17]1[CH:16]=[C:15]([CH2:14][CH2:13][C:11]2[CH:12]=[C:8]([C:3](=[O:4])[CH2:1][CH3:2])[S:9][CH:10]=2)[CH:20]=[CH:19][C:18]=1[CH2:21][OH:22] |f:2.3|. Procedure details: In a manner similar to that of Example 6(g), by reaction of 5.3 g (15 mmol) of (4-{2-[2-(2-ethyl-[1,3]dioxolan-2-yl)-4-thienyl]ethyl}-2-hydroxymethyl-phenyl)methanol with a solution of para-toluenesulphonic acid in an acetone/water mixture, the desired product is obtained in the form of a white powder (m=4 g; Y=86%).